This data is from the Open Reaction Database (ORD), a public repository of structured organic reaction records. The task is: describe an organic reaction: reactants, conditions, products, and yield Starting materials: Cc1ccc(N)cc1Br, Cl, [I-], [K+], O=N[O-], [Na+], O. The product is Cc1ccc(I)cc1Br. As a reaction SMILES: [Br:1][c:2]1[cH:3][c:4]([NH2:5])[cH:6][cH:7][c:8]1[CH3:9].[ClH:16].[I-:15].[K+:14].[N:10]([O-:11])=[O:12].[Na+:13].[OH2:17]>>[Br:1][c:2]1[cH:3][c:4]([I:15])[cH:6][cH:7][c:8]1[CH3:9].